describe an organic reaction: reactants, conditions, products, and yield From a dataset of the Open Reaction Database (ORD), a public repository of structured organic reaction records. Reactants: N#CC1=C(C#N)C(=O)C(Cl)=C(Cl)C1=O, OCc1cc(Cl)c(O)c(Cl)c1, C1COCCO1. Product: O=Cc1cc(Cl)c(O)c(Cl)c1. Reaction SMILES: [Cl:12][C:13]1=[C:24]([Cl:25])[C:22](=[O:23])[C:19]([C:20]#[N:21])=[C:16]([C:17]#[N:18])[C:14]1=[O:15].[Cl:1][c:2]1[c:3]([OH:11])[c:4]([Cl:10])[cH:5][c:6]([CH2:8][OH:9])[cH:7]1.[O:26]1[CH2:27][CH2:28][O:29][CH2:30][CH2:31]1>>[Cl:1][c:2]1[c:3]([OH:11])[c:4]([Cl:10])[cH:5][c:6]([CH:8]=[O:9])[cH:7]1.